Dataset: the Open Reaction Database (ORD), a public repository of structured organic reaction records. Task: describe an organic reaction: reactants, conditions, products, and yield Reactants: BrC1=C(C=CC=C1)C1=NN=NN1 (5-(2-Bromo-phenyl)-1H-tetrazole), C([O-])([O-])=O.[K+].[K+] (potassium carbonate), ClCC(=O)N1CCN(CC1)C1=CC=C(C=C1)Cl (2-Chloro-1-[4-(4-chloro-phenyl)-piperazin-1-yl]-ethanone). Run in CN(C)C=O (DMF), CN(C)C=O (DMF). Run at time 1 hour. The product is BrC1=C(C=CC=C1)C1=NN=NN1CC(=O)N1CCN(CC1)C1=CC=C(C=C1)Cl (2-[5-(2-Bromo-phenyl)-tetrazol-1-yl]-1-[4-(4-chloro-phenyl)-piperazin-1-yl]-ethanone). RXN SMILES: [Br:1][C:2]1[CH:7]=[CH:6][CH:5]=[CH:4][C:3]=1[C:8]1[NH:12][N:11]=[N:10][N:9]=1.C(=O)([O-])[O-].[K+].[K+].Cl[CH2:20][C:21]([N:23]1[CH2:28][CH2:27][N:26]([C:29]2[CH:34]=[CH:33][C:32]([Cl:35])=[CH:31][CH:30]=2)[CH2:25][CH2:24]1)=[O:22]>CN(C=O)C>[Br:1][C:2]1[CH:7]=[CH:6][CH:5]=[CH:4][C:3]=1[C:8]1[N:12]([CH2:20][C:21]([N:23]2[CH2:24][CH2:25][N:26]([C:29]3[CH:34]=[CH:33][C:32]([Cl:35])=[CH:31][CH:30]=3)[CH2:27][CH2:28]2)=[O:22])[N:11]=[N:10][N:9]=1 |f:1.2.3|. Procedure details: 5-(2-Bromo-phenyl)-1H-tetrazole (0.374 g, 1.66 mmol) was taken in dry DMF (15 mL) and dry potassium carbonate (800 mg) and KI (20 mg) was added to it and stirred at rt for 1 h under nitrogen. 2-Chloro-1-[4-(4-chloro-phenyl)-piperazin-1-yl]-ethanone (500 mg, 1.8 mmol) in DMF (5 mL) was then added to the mixture through a syringe. The reaction was then heated at 140° C. for 14 h, cooled and quenched with water and extracted with ethyl acetate. Drying of the organic layer with Na2SO4 followed by co... RXN SMILES: [CH3:1][O:2][C:3]1[CH:8]=[CH:7][C:6]([C:9]2[NH:13][C:12]([C:14]3[CH:19]=[CH:18][C:17]([N+:20]([O-])=O)=[CH:16][CH:15]=3)=[N:11][C:10]=2[C:23]([NH:25][C:26]2[S:27][CH:28]=[CH:29][N:30]=2)=[O:24])=[CH:5][CH:4]=1.[Sn](Cl)Cl>>[NH2:20][C:17]1[CH:18]=[CH:19][C:14]([C:12]2[NH:13][C:9]([C:6]3[CH:7]=[CH:8][C:3]([O:2][CH3:1])=[CH:4][CH:5]=3)=[C:10]([C:23]([NH:25][C:26]3[S:27][CH:28]=[CH:29][N:30]=3)=[O:24])[N:11]=2)=[CH:15][CH:16]=1. The yield is 35.2%. Product: NC1=CC=C(C=C1)C=1NC(=C(N1)C(=O)NC=1SC=CN1)C1=CC=C(C=C1)OC (2-(4-aminophenyl)-5-(4-methoxyphenyl)-N-(2-thiazolyl)imidazole-4-carboxamide). Reactants: COC1=CC=C(C=C1)C1=C(N=C(N1)C1=CC=C(C=C1)[N+](=O)[O-])C(=O)NC=1SC=CN1 (5-(4-Methoxyphenyl)-2-(4-nitrophenyl)-N-(2-thiazolyl)-imidazole-4-carboxamide), [Sn](Cl)Cl (tin(II) chloride). Procedure: 5-(4-Methoxyphenyl)-2-(4-nitrophenyl)-N-(2-thiazolyl)-imidazole-4-carboxamide (0.52 g) obtained in Example 47 and tin(II) chloride 6 hydrate (1.2 g) were reacted and treated in the same manner as in Example 59 to give 2-(4-aminophenyl)-5-(4-methoxyphenyl)-N-(2-thiazolyl)imidazole-4-carboxamide (0.17 g), melting point 257-258° C. (decomposition).